describe an organic reaction: reactants, conditions, products, and yield From a dataset of the Open Reaction Database (ORD), a public repository of structured organic reaction records. Reactants: [I-].C1(CCCCC1)N1C(=CC=C1)C[N+](C)(C)C ((1-cyclohexyl-pyrrol-2-yl)methyl trimethylammonium iodide), N1C=NC=C1 (imidazole), Cl (hydrogen chloride). Run in C(C)O (ethanol), CCOCC (ether). The product is Cl.C1(CCCCC1)N1C(=CC=C1)CN1C=NC=C1 (1-cyclohexyl-2-(imidazol-1-ylmethyl) pyrrole hydrochloride), solid. Reaction SMILES: [I-].[CH:2]1([N:8]2[CH:12]=[CH:11][CH:10]=[C:9]2[CH2:13][N+:14]([CH3:17])([CH3:16])C)[CH2:7][CH2:6][CH2:5][CH2:4][CH2:3]1.[NH:18]1C=CN=[CH:19]1.[ClH:23]>C(O)C.CCOCC>[ClH:23].[CH:2]1([N:8]2[CH:12]=[CH:11][CH:10]=[C:9]2[CH2:13][N:14]2[CH:16]=[CH:19][N:18]=[CH:17]2)[CH2:3][CH2:4][CH2:5][CH2:6][CH2:7]1 |f:0.1,6.7|. Procedure: A solution of (1-cyclohexyl-pyrrol-2-yl)methyl trimethylammonium iodide (3.48 g) and imidazole (0.68 g) in ethanol (70 ml) was heated under reflux for 3 hours. The solution was evaporated and the residue was chromatographed on silica gel. Elution with chloroform gave an oil which was dissolved in ether. An excess of ethereal hydrogen chloride was added and the resulting solid was filtered off and crystallised from methanol/ethyl acetate to give 1-cyclohexyl-2-(imidazol-1-ylmethyl) pyrrole hydroc...